From a dataset of the Open Reaction Database (ORD), a public repository of structured organic reaction records. describe an organic reaction: reactants, conditions, products, and yield Yields the product C1(=CC=CC2=CC=CC=C12)N1C(O[C@H](CC1)C1=CC=CC=C1)=O ((R)-3-(naphthalen-1-yl)-6-phenyl-1,3-oxazinan-2-one). Reaction SMILES: CC1C=CC(S(O[CH2:12][CH2:13][C@@H:14]([OH:21])[C:15]2[CH:20]=[CH:19][CH:18]=[CH:17][CH:16]=2)(=O)=O)=CC=1.[N:22]([C:25]1[C:34]2[C:29](=[CH:30][CH:31]=[CH:32][CH:33]=2)[CH:28]=[CH:27][CH:26]=1)=[C:23]=[O:24]>>[C:25]1([N:22]2[CH2:12][CH2:13][C@H:14]([C:15]3[CH:16]=[CH:17][CH:18]=[CH:19][CH:20]=3)[O:21][C:23]2=[O:24])[C:34]2[C:29](=[CH:30][CH:31]=[CH:32][CH:33]=2)[CH:28]=[CH:27][CH:26]=1. Reactants: CC1=CC=C(C=C1)S(=O)(=O)OCC[C@H](C1=CC=CC=C1)O ((R)-3-hydroxy-3-phenylpropyl 4-methylbenzenesulfonate), N(=C=O)C1=CC=CC2=CC=CC=C12 (1-isocyanatonaphthalene), ( 10-80 ). Procedure details: The title compound was prepared following a procedure analogous to that described in Example 2 using (R)-3-hydroxy-3-phenylpropyl 4-methylbenzenesulfonate and 1-isocyanatonaphthalene. LC-MS (10-80) tR=2.625 min, m/z=304; 1H NMR (CDCl3) δ 2.44-2.55 (m, 3H), 3.64-3.69 (m, 1H), 3.84-3.91 (m, 1H), 5.62-5.72 (m, 1 H), 7.38-7.61 (m, 9H), 7.86-7.93 (m, 3H). The reactants are C1(=CC=CC=C1)C=1C2=C(NN1)C1=CC=CC=C1C2=O (3-phenylindeno[1,2-c]pyrazol-4(1H)-one), Cl.NO (hydroxylamine hydrochloride), C(C)(=O)[O-].[Na+] (sodium acetate), Cl.NO (hydroxylamine hydrochloride), C(C)(=O)[O-].[Na+] (sodium acetate), Cl.NO (hydroxylamine hydrochloride), C(C)(=O)[O-].[Na+] (sodium acetate). The solvent is CO (methanol), O (water), O (water). Yields the product C1(=CC=CC=C1)C=1C2=C(NN1)C1=CC=CC=C1C2=NO (3-phenylindeno[1,2-c]pyrazol-4(1H)-one oxime). RXN SMILES: [C:1]1([C:7]2[C:8]3[C:18](=O)[C:17]4[C:12](=[CH:13][CH:14]=[CH:15][CH:16]=4)[C:9]=3[NH:10][N:11]=2)[CH:6]=[CH:5][CH:4]=[CH:3][CH:2]=1.Cl.[NH2:21][OH:22].C([O-])(=O)C.[Na+]>O.CO>[C:1]1([C:7]2[C:8]3[C:18](=[N:21][OH:22])[C:17]4[C:12](=[CH:13][CH:14]=[CH:15][CH:16]=4)[C:9]=3[NH:10][N:11]=2)[CH:6]=[CH:5][CH:4]=[CH:3][CH:2]=1 |f:1.2,3.4|. Reported procedure: A mixture of 3-phenylindeno[1,2-c]pyrazol-4(1H)-one (1.28 g, prepared as described in JP60-130521), hydroxylamine hydrochloride (0.5 g), sodium acetate (0.8 g), water (10 ml) and methanol (100 ml) was boiled under reflux for 66 hours. More hydroxylamine hydrochloride (0.5 g), sodium acetate (0.8 g) and water (10 ml) were added and the mixture was boiled under reflux for a further 16 hours. Further hydroxylamine hydrochloride (0.5 g) and sodium acetate (0.8 g) were added and the mixture was boile... Reactants: CC(C)([O-])C.[K+] (potassium tertiary butoxide), C(#N)C1(CCCCC1)CC(=O)O (1-cyanocyclohexaneacetic acid), CC(C)([O-])C.[K+] (potassium tertiary butoxide). Solvent: O1CCCC1 (tetrahydrofuran), O1CCCC1 (tetrahydrofuran). Run at time 10 minute. Product: C(#N)C1(CCCCC1)CC(=O)[O-].[K+] (potassium 1-cyanocyclohexaneacetate). Yield: 100.7%. As a reaction SMILES: CC(C)([O-])C.[K+:6].[C:7]([C:9]1([CH2:15][C:16]([OH:18])=[O:17])[CH2:14][CH2:13][CH2:12][CH2:11][CH2:10]1)#[N:8]>O1CCCC1>[C:7]([C:9]1([CH2:15][C:16]([O-:18])=[O:17])[CH2:14][CH2:13][CH2:12][CH2:11][CH2:10]1)#[N:8].[K+:6] |f:0.1,4.5|. Procedure details: To a 250-mL flask under nitrogen is added 14.8 g (0.13 mol) of potassium tertiary butoxide followed by 74 mL of tetrahydrofuran. The solution is stirred for 10 minutes, suction filtered, and washed using 50 mL of tetrahydrofuran. The filtrates are combined and transferred into an addition funnel on a separate 250-mL flask containing 20 g (0.12 mol) of dried 1-cyanocyclohexaneacetic acid and 100 mL of tetrahydrofuran. The potassium tertiary butoxide solution is added dropwise over 5 minutes to th... Reported procedure: A mixture of 3-(2-ethoxybenzoylamino)-4-n-propylpridine-2-carboxamide (Preparation 7; 1.52 g, 0.0046 mol) and anhydrous zinc chloride (1.88 g, 0.014 mol) was heated at 210° C. for 0.25 hour. The cool mixture was dissolved in methanol (20 ml) and this solution poured into an aqueous solution of disodium ethylenediamine tetraacetic acid (10.3 g in 200 ml water). The resulting mixture was basified with saturated aqueous sodium carbonate solution (20 ml), then extracted with dichloromethane (4×60 ml... As a reaction SMILES: [CH2:1]([O:3][C:4]1[CH:24]=[CH:23][CH:22]=[CH:21][C:5]=1[C:6]([NH:8][C:9]1[C:10]([C:18]([NH2:20])=[O:19])=[N:11][CH:12]=[CH:13][C:14]=1[CH2:15][CH2:16][CH3:17])=O)[CH3:2].C(N(CC(O)=O)CC(O)=O)CN(CC(O)=O)CC(O)=O.[Na].[Na].C(=O)([O-])[O-].[Na+].[Na+]>CO.[Cl-].[Zn+2].[Cl-]>[CH2:1]([O:3][C:4]1[CH:24]=[CH:23][CH:22]=[CH:21][C:5]=1[C:6]1[NH:20][C:18](=[O:19])[C:10]2[N:11]=[CH:12][CH:13]=[C:14]([CH2:15][CH2:16][CH3:17])[C:9]=2[N:8]=1)[CH3:2] |f:1.2.3,4.5.6,8.9.10,^1:44,45|. Solvent: CO (methanol). Reactants: C(C)OC1=C(C(=O)NC=2C(=NC=CC2CCC)C(=O)N)C=CC=C1 (3-(2-ethoxybenzoylamino)-4-n-propylpridine-2-carboxamide), C([O-])([O-])=O.[Na+].[Na+] (sodium carbonate), C(CN(CC(=O)O)CC(=O)O)N(CC(=O)O)CC(=O)O.[Na].[Na] (disodium ethylenediamine tetraacetic acid). Product: C(C)OC1=C(C=CC=C1)C=1NC(C2=C(N1)C(=CC=N2)CCC)=O (2-(2-Ethoxyphenyl)-8-n-propylpyrido[3,2-d]pyrimidin-4(3H)-one). Reagents/catalysts: [Cl-].[Zn+2].[Cl-] (zinc chloride). Run at temperature 210 celsius. Isolated yield 64.6%. Starting materials: BrC1=CC=C(OC2=CC=C(C=C2)S(=O)(=O)C2SCCNC2C(=O)O)C=C1 (4-(4-bromophenoxy)benzenesulfonyl-tetrahydro-2H-1,4-thiazine-3-carboxylic acid), O1C=C(C=C1)B(O)O (3-furan boronic acid), C(C)O (ethanol). The reagents and catalysts are C=1C=CC(=CC1)[P](C=2C=CC=CC2)(C=3C=CC=CC3)[Pd]([P](C=4C=CC=CC4)(C=5C=CC=CC5)C=6C=CC=CC6)([P](C=7C=CC=CC7)(C=8C=CC=CC8)C=9C=CC=CC9)[P](C=1C=CC=CC1)(C=1C=CC=CC1)C=1C=CC=CC1 (tetrakis(triphenylphosphine)palladium). The solvent is C1=CC=CC=C1 (benzene), C([O-])([O-])=O.[Na+].[Na+] (sodium carbonate). Conditions: temperature 80 celsius. The product is O1C=C(C=C1)C1=CC=C(OC2=CC=C(C=C2)S(=O)(=O)C2SCCNC2C(=O)O)C=C1 (4-(4-(furan-3-yl)phenoxy)benzenesulfonyl-tetrahydro-2H-1,4-thiazine-3-carboxylic acid). The yield is 67.0%. As a reaction SMILES: Br[C:2]1[CH:26]=[CH:25][C:5]([O:6][C:7]2[CH:12]=[CH:11][C:10]([S:13]([CH:16]3[CH:21]([C:22]([OH:24])=[O:23])[NH:20][CH2:19][CH2:18][S:17]3)(=[O:15])=[O:14])=[CH:9][CH:8]=2)=[CH:4][CH:3]=1.[O:27]1[CH:31]=[CH:30][C:29](B(O)O)=[CH:28]1.C(O)C>C1C=CC=CC=1.C(=O)([O-])[O-].[Na+].[Na+].C1C=CC([P]([Pd]([P](C2C=CC=CC=2)(C2C=CC=CC=2)C2C=CC=CC=2)([P](C2C=CC=CC=2)(C2C=CC=CC=2)C2C=CC=CC=2)[P](C2C=CC=CC=2)(C2C=CC=CC=2)C2C=CC=CC=2)(C2C=CC=CC=2)C2C=CC=CC=2)=CC=1>[O:27]1[CH:31]=[CH:30][C:29]([C:2]2[CH:26]=[CH:25][C:5]([O:6][C:7]3[CH:8]=[CH:9][C:10]([S:13]([CH:16]4[CH:21]([C:22]([OH:24])=[O:23])[NH:20][CH2:19][CH2:18][S:17]4)(=[O:15])=[O:14])=[CH:11][CH:12]=3)=[CH:4][CH:3]=2)=[CH:28]1 |f:4.5.6,^1:53,55,74,93|. Procedure details: A mixture of 0.45 g (1.0 mmol) of 3(S)-4-(4-(4-bromophenoxy)benzenesulfonyl-tetrahydro-2H-1,4-thiazine-3-carboxylic acid and 0.11 g (1.0 mmol) of 3-furan boronic acid (J. Org. Chem. 1984, 49, 5237-5243) in 2 mL of benzene, 2 mL of 2M aq. sodium carbonate, and 1.5 mL of ethanol was deoxygenated with a stream of argon for 15 minutes, and then 115 mg (0.1 mmol) of tetrakis(triphenylphosphine)palladium was added and the mixture was heated at 80° C. for six days. After cooling to room temperature, th... Starting materials: [Al+3], CCOC(=O)CCCc1nc(NCCCOc2cccc(CN3CCCCC3)c2)n(C)n1, [H-], [H-], [H-], [H-], [Li+], [Na+], C1CCOC1, [OH-], O. The product is Cn1nc(CCCCO)nc1NCCCOc1cccc(CN2CCCCC2)c1. RXN SMILES: [Al+3:2].[CH3:7][n:8]1[n:9][c:10]([CH2:31][CH2:32][CH2:33][C:34](=[O:35])[O:36][CH2:37][CH3:38])[n:11][c:12]1[NH:13][CH2:14][CH2:15][CH2:16][O:17][c:18]1[cH:19][c:20]([CH2:24][N:25]2[CH2:26][CH2:27][CH2:28][CH2:29][CH2:30]2)[cH:21][cH:22][cH:23]1.[H-:1].[H-:4].[H-:5].[H-:6].[Li+:3].[Na+:41].[O:42]1[CH2:43][CH2:44][CH2:45][CH2:46]1.[OH-:40].[OH2:39]>>[CH3:7][n:8]1[n:9][c:10]([CH2:31][CH2:32][CH2:33][CH2:34][OH:35])[n:11][c:12]1[NH:13][CH2:14][CH2:15][CH2:16][O:17][c:18]1[cH:19][c:20]([CH2:24][N:25]2[CH2:26][CH2:27][CH2:28][CH2:29][CH2:30]2)[cH:21][cH:22][cH:23]1. Starting materials: C(C)OC(C1=CC(=C(C=C1)C)OCOC)=O (3-Methoxymethoxy-4-methyl-benzoic acid ethyl ester), C(C)(=O)O (acetic acid). The solvent is C(C)O (ethanol), O (water), [OH-].[Na+] (sodium hydroxide). Conditions: time 18 hour. The product is COCOC=1C=C(C(=O)O)C=CC1C (3-methoxymethoxy-4-methyl-benzoic acid). RXN SMILES: C([O:3][C:4](=[O:16])[C:5]1[CH:10]=[CH:9][C:8]([CH3:11])=[C:7]([O:12][CH2:13][O:14][CH3:15])[CH:6]=1)C.C(O)(=O)C>C(O)C.O.[OH-].[Na+]>[CH3:15][O:14][CH2:13][O:12][C:7]1[CH:6]=[C:5]([CH:10]=[CH:9][C:8]=1[CH3:11])[C:4]([OH:16])=[O:3] |f:4.5|. Procedure details: 3-Methoxymethoxy-4-methyl-benzoic acid ethyl ester (4.5 g, 20 mmol) was dissolved in a mixture of ethanol (50 mL), water (20 mL) and 1 N aqueous sodium hydroxide solution (30 mL) and stirred at room temperature for 18 hours. The mixture was concentrated under reduced pressure to remove most of the ethanol. The resulting aqueous solution was acidified by adding acetic acid (2.5 g, 41.6 mmol). White precipitate was formed. After standing for another 30 minutes, the precipitate was collected by fil...